This data is from the Open Reaction Database (ORD), a public repository of structured organic reaction records. The task is: describe an organic reaction: reactants, conditions, products, and yield The reactants are C(CCC)C=1OC2=C(C1C=1OC(=CN1)C=1C=C3C=CC(=CC3=CC1)OCC(=O)OC)C=CC=C2 (methyl ({6-[2-(2-butyl-1-benzofuran-3-yl)-1,3-oxazol-5-yl]-2-naphthyl}oxy)acetate), Cl (HCl), [OH-].[Na+] (NaOH). The solvent is C1CCOC1 (THF), O (H2O). Run at time 8 hour. Yields the product C(CCC)C=1OC2=C(C1C=1OC(=CN1)C=1C=C3C=CC(=CC3=CC1)OCC(=O)O)C=CC=C2 (({6-[2-(2-Butyl-1-benzofuran-3-yl)-1,3-oxazol-5-yl]-2-naphthyl}oxy)acetic acid). Yield: 83.0%. As a reaction SMILES: [CH2:1]([C:5]1[O:6][C:7]2[CH:34]=[CH:33][CH:32]=[CH:31][C:8]=2[C:9]=1[C:10]1[O:11][C:12]([C:15]2[CH:16]=[C:17]3[C:22](=[CH:23][CH:24]=2)[CH:21]=[C:20]([O:25][CH2:26][C:27]([O:29]C)=[O:28])[CH:19]=[CH:18]3)=[CH:13][N:14]=1)[CH2:2][CH2:3][CH3:4].[OH-].[Na+].Cl>C1COCC1.O>[CH2:1]([C:5]1[O:6][C:7]2[CH:34]=[CH:33][CH:32]=[CH:31][C:8]=2[C:9]=1[C:10]1[O:11][C:12]([C:15]2[CH:16]=[C:17]3[C:22](=[CH:23][CH:24]=2)[CH:21]=[C:20]([O:25][CH2:26][C:27]([OH:29])=[O:28])[CH:19]=[CH:18]3)=[CH:13][N:14]=1)[CH2:2][CH2:3][CH3:4] |f:1.2|. Procedure: A mixture of methyl ({6-[2-(2-butyl-1-benzofuran-3-yl)-1,3-oxazol-5-yl]-2-naphthyl}oxy)acetate (295 mg, 0.647 mmol), prepared in the previous step, and 1N NaOH (1.3 mL, 1.3 mmol) in 35 mL of THF and 20 mL of H2O was stirred under nitrogen at room temperature for 14 h (overnight). The reaction was acidified by the addition of 1.4 mL of 1N HCl and then concentrated under reduced pressure to remove the THF. The yellow solid that formed was collected by filtration, rinsed with water and dried under ... The reactants are O (H2O), O.[OH-].[Li+] (lithium hydroxide monohydrate), ClC1=C(C=CC(=N1)C(=O)OC)F (Methyl 6-chloro-5-fluoropicolinate). Solvent: C1CCOC1 (THF). Run at time 3 hour. The product is ClC1=C(C=CC(=N1)C(=O)O)F (6-chloro-5-fluoropicolinic acid). Isolated yield 83.5%. RXN SMILES: [Cl:1][C:2]1[N:7]=[C:6]([C:8]([O:10]C)=[O:9])[CH:5]=[CH:4][C:3]=1[F:12].O.O.[OH-].[Li+]>C1COCC1>[Cl:1][C:2]1[N:7]=[C:6]([C:8]([OH:10])=[O:9])[CH:5]=[CH:4][C:3]=1[F:12] |f:2.3.4|. Reported procedure: Methyl 6-chloro-5-fluoropicolinate (1.35 g, 7.095 mmol) was dissolved in THF:H2O=6:1 (42 ml), followed by addition of lithium hydroxide monohydrate (596 mg, 14.19 mmol), and then the resulting mixture was stirred at room temperature for 3 hours. The resulting reaction liquid was concentrated under reduced pressure, dissolved by addition of distilled water (20 ml), acidified by slow addition of 1N aqueous HCl solution, and then extracted with 5% MeOH/MC (30 ml×2). The organic layer was dried over... Reactants: CN(CC#Cc1cccnc1)C(=O)OC(C)(C)C, ClCCl, O=C(O)C(F)(F)F. Yields the product CNCC#Cc1cccnc1. RXN SMILES: [CH3:1][N:2]([C:3](=[O:4])[O:5][C:6]([CH3:7])([CH3:8])[CH3:9])[CH2:10][C:11]#[C:12][c:13]1[cH:14][n:15][cH:16][cH:17][cH:18]1.[Cl:26][CH2:27][Cl:28].[F:19][C:20]([F:21])([F:22])[C:23]([OH:24])=[O:25]>>[CH3:1][NH:2][CH2:10][C:11]#[C:12][c:13]1[cH:14][n:15][cH:16][cH:17][cH:18]1. The reactants are CC1(N=C1C1=CC=CC=C1)C (2,2-dimethyl-3-phenyl-2H-azirine), CC=1C=C(C=O)C=C(C1N(C)C)C (3,5-dimethyl-4-(dimethylamino)benzaldehyde). Solvent: O1CCOCC1 (1,4-dioxane). Product: CC1(OCC(=N1)C1=CC=CC=C1)C (2,2-dimethyl-4-phenyl-3-oxazoline). Reaction SMILES: [CH3:1][C:2]1([CH3:11])[C:4]([C:5]2[CH:10]=[CH:9][CH:8]=[CH:7][CH:6]=2)=[N:3]1.CC1C=C(C=C(C)C=1N(C)C)[CH:16]=[O:17]>O1CCOCC1>[CH3:11][C:2]1([CH3:1])[N:3]=[C:4]([C:5]2[CH:6]=[CH:7][CH:8]=[CH:9][CH:10]=2)[CH2:16][O:17]1. Procedure details: 2.6 g of 2,2-dimethyl-3-phenyl-2H-azirine and 2,5 g of 3,5-dimethyl-4-(dimethylamino)benzaldehyde were exposed to light for 2 hours in 300 ml of 1,4-dioxane (with the light source described in Example 2). After purification as described in Example 12 and crystallization from n-pentane, there was obtained 5-[4-dimethylamino)-3,5-xylyl]-2,2-dimethyl-4-phenyl-3-oxazoline which melted at 91°-92° C. after drying for 2 hours at 50° C. and 13 Torr. Starting materials: O=C1OCC(Cc2ccccc2)N1C(=O)C1CC12CCOCC2, [Li+], [Na+], [Na+], C1CCOC1, [OH-], O, OO, O=S([O-])([O-])=S. Yields the product O=C(O)C1CC12CCOCC2. Reaction SMILES: [CH2:1]([CH:2]1[CH2:3][O:4][C:5](=[O:6])[N:7]1[C:14](=[O:15])[CH:16]1[CH2:17][C:18]12[CH2:19][CH2:20][O:21][CH2:22][CH2:23]2)[c:8]1[cH:9][cH:10][cH:11][cH:12][cH:13]1.[Li+:24].[Na+:33].[Na+:34].[O:36]1[CH2:37][CH2:38][CH2:39][CH2:40]1.[OH-:25].[OH2:35].[OH:26][OH:27].[S:28]([O-:29])(=[O:30])([O-:31])=[S:32]>>[C:14]([OH:15])([CH:16]1[CH2:17][C:18]12[CH2:19][CH2:20][O:21][CH2:22][CH2:23]2)=[O:30].